Dataset: the Open Reaction Database (ORD), a public repository of structured organic reaction records. Task: describe an organic reaction: reactants, conditions, products, and yield Starting materials: C1(=CC=CC=C1)OB(OC1=CC=CC=C1)Br (Diphenylbromoborate), C1(=CC=CC=C1)OB(OC1=CC=CC=C1)Br (diphenylbromoborate). The solvent is O1CCCC1 (tetrahydrofuran), O1CCCC1 (tetrahydrofuran). Yields the product Magnesium dibutyldiphenylborate, O1CCCC1.C1(=CC=CC=C1)OB(OC1=CC=CC=C1)Br (tetrahydrofuran diphenylbromoborate). RXN SMILES: [C:1]1([O:7][B:8]([Br:16])[O:9][C:10]2[CH:15]=[CH:14][CH:13]=[CH:12][CH:11]=2)[CH:6]=[CH:5][CH:4]=[CH:3][CH:2]=1>O1CCCC1>[O:7]1[CH2:4][CH2:5][CH2:6][CH2:1]1.[C:10]1([O:9][B:8]([Br:16])[O:7][C:1]2[CH:2]=[CH:3][CH:4]=[CH:5][CH:6]=2)[CH:15]=[CH:14][CH:13]=[CH:12][CH:11]=1 |f:2.3|. Reported procedure: Magnesium dibutyldiphenylborate was prepared as follows: Diphenylbromoborate was dissolved in the amount of 7.4 milliliters in 40 milliliters of tetrahydrofuran. The diphenylbromoborate was cooled to -78° C. and the tetrahydrofuran was added. On warming, a reaction took place producing a solid tetrahydrofuran/diphenylbromoborate adduct. This product dissolves as the solution is warmed to room temperature with stirring. Thereafter, 56.3 milliliters of 0.71 molar dibutylmagnesium in hexane was add... The reactants are CCOC(=O)CNS(=O)(=O)c1cnc(NC(=O)N(CC2CCCC2)c2ccc(F)c(F)c2)s1, CCOC(=O)CNS(=O)(=O)c1cnc(N)s1, COC(=O)C1CCCN1S(=O)(=O)c1cnc(N)s1, O=C(O)Cc1csc(NC(=O)N(CC2CCCC2)c2ccc(F)c(F)c2)n1, O=CC1CCCC1, Nc1ccc(F)c(F)c1. Product: O=C(O)CNS(=O)(=O)c1cnc(NC(=O)N(CC2CCCC2)c2ccc(F)c(F)c2)s1. As a reaction SMILES: [CH2:1]([CH3:2])[O:3][C:4]([CH2:5][NH:6][S:7](=[O:8])(=[O:9])[c:10]1[cH:11][n:12][c:13]([NH:15][C:16](=[O:17])[N:18]([c:19]2[cH:20][c:21]([F:26])[c:22]([F:25])[cH:23][cH:24]2)[CH2:27][CH:28]2[CH2:29][CH2:30][CH2:31][CH2:32]2)[s:14]1)=[O:33].[CH2:77]([O:78][C:79](=[O:80])[CH2:81][NH:82][S:83]([c:84]1[s:85][c:86]([NH2:87])[n:88][cH:89]1)(=[O:90])=[O:91])[CH3:92].[CH3:93][O:94][C:95]([CH:96]1[CH2:97][CH2:98][CH2:99][N:100]1[S:101]([c:102]1[s:103][c:104]([NH2:105])[n:106][cH:107]1)(=[O:108])=[O:109])=[O:110].[CH:34]1([CH2:35][N:36]([c:37]2[cH:38][cH:39][c:40]([F:41])[c:42]([F:43])[cH:44]2)[C:45](=[O:46])[NH:47][c:48]2[s:49][cH:50][c:51]([CH2:52][C:53]([OH:54])=[O:55])[n:56]2)[CH2:57][CH2:58][CH2:59][CH2:60]1.[CH:70]1([CH:71]=[O:72])[CH2:73][CH2:74][CH2:75][CH2:76]1.[F:61][c:62]1[cH:63][c:64]([NH2:69])[cH:65][cH:66][c:67]1[F:68]>>[O:3]=[C:4]([CH2:5][NH:6][S:7](=[O:8])(=[O:9])[c:10]1[cH:11][n:12][c:13]([NH:15][C:16](=[O:17])[N:18]([c:19]2[cH:20][c:21]([F:26])[c:22]([F:25])[cH:23][cH:24]2)[CH2:27][CH:28]2[CH2:29][CH2:30][CH2:31][CH2:32]2)[s:14]1)[OH:33]. The reactants are acid chloride, C1(=CC=CC=C1)C1=C(C(=O)NC2=CC=C(C(=O)O)C=C2)C=CC=C1 (4-[(2-phenylbenzoyl)amino]benzoic acid), S(=O)(Cl)Cl (thionyl chloride), CN(C=O)C (N,N-dimethylformamide), C1CCN2[C@@H]1CNC1=C(C2=O)C=CC=C1 ((11aS)-1,2,3,10,11,11a-hexahydro-5H-pyrrolo[2,1-c][1,4]benzodiazepin-5-one). The solvent is O1CCCC1 (tetrahydrofuran), O1CCCC1 (tetrahydrofuran), C(C)N(CC)CC (triethylamine), O1CCCC1 (tetrahydrofuran), C(Cl)(Cl)Cl.C(C)(=O)OCC (chloroform ethyl acetate). Run at time 2 hour. The product is C1(=CC=CC=C1)C1=C(C(=O)NC2=CC=C(C(=O)N3C[C@H]4N(C(C5=C3C=CC=C5)=O)CCC4)C=C2)C=CC=C1 ((11aS)-10-[4-[(2-Phenylbenzoyl) Amino]Benzoyl]-1,2,3,10,11, 11a-Hexahydro-5H-Pyrrolo[2,1-c][1,4]Benzodiazepin-5-One). Yield: 39.1%. Reaction SMILES: [C:1]1([C:7]2[CH:24]=[CH:23][CH:22]=[CH:21][C:8]=2[C:9]([NH:11][C:12]2[CH:20]=[CH:19][C:15]([C:16](O)=[O:17])=[CH:14][CH:13]=2)=[O:10])[CH:6]=[CH:5][CH:4]=[CH:3][CH:2]=1.S(Cl)(Cl)=O.CN(C)C=O.[CH2:34]1[C@H:38]2[CH2:39][NH:40][C:41]3[CH:48]=[CH:47][CH:46]=[CH:45][C:42]=3[C:43](=[O:44])[N:37]2[CH2:36][CH2:35]1>O1CCCC1.C(Cl)(Cl)Cl.C(OCC)(=O)C.C(N(CC)CC)C>[C:1]1([C:7]2[CH:24]=[CH:23][CH:22]=[CH:21][C:8]=2[C:9]([NH:11][C:12]2[CH:20]=[CH:19][C:15]([C:16]([N:40]3[C:41]4[CH:48]=[CH:47][CH:46]=[CH:45][C:42]=4[C:43](=[O:44])[N:37]4[CH2:36][CH2:35][CH2:34][C@H:38]4[CH2:39]3)=[O:17])=[CH:14][CH:13]=2)=[O:10])[CH:6]=[CH:5][CH:4]=[CH:3][CH:2]=1 |f:5.6|. Reported procedure: To a solution of 4-[(2-phenylbenzoyl)amino]benzoic acid (1.44 g) in tetrahydrofuran (10 ml), there were added, with ice-cooling, 0.62 g of thionyl chloride and a catalytic amount of N,N-dimethylformamide and the mixture was stirred at room temperature for one hour. After concentration of the reaction solution, the resulting acid chloride was dissolved in 10 ml of tetrahydrofuran and the resulting solution was dropwise added to a solution of (11aS)-1,2,3,10,11,11a-hexahydro-5H-pyrrolo[2,1-c][1,4]... Reactants: CC(=O)OC(C)=O, CC(C(=O)O)C(C(=O)O)S(=O)(=O)O, [Na]. Yields the product CC1C(=O)OC(=O)C1S(=O)(=O)O, [Na]. RXN SMILES: [CH3:15][C:16]([O:17][C:18](=[O:19])[CH3:20])=[O:21].[CH3:2][CH:3]([CH:4]([C:5](=[O:6])[OH:7])[S:8](=[O:9])(=[O:10])[OH:11])[C:12](=[O:13])[OH:14].[Na:1]>>[CH3:2][CH:3]1[CH:4]([S:8](=[O:9])(=[O:10])[OH:11])[C:5](=[O:7])[O:14][C:12]1=[O:13].[Na:1]. The reactants are ClC(=O)C1=CC2=C(C(NC3=C(S2)C=CC=C3)=O)C=C1 (3-chlorocarbonyl-10,11-dihydro-11-oxodibenzo[b,f][1,4]thiazepine), [Na] (sodium), OCCC(=O)O (β-hydroxypropionic acid). Run in O1CCCC1 (tetrahydrofuran). Run at time 18 hour. Yields the product O=C1NC2=C(SC3=C1C=CC(=C3)C(=O)OCCC(=O)O)C=CC=C2 (β-Carboxyethyl 10,11-Dihydro-11-oxodibenzo[b,f][1,4]thiazepin-3-carboxylate). RXN SMILES: Cl[C:2]([C:4]1[CH:19]=[CH:18][C:7]2[C:8](=[O:17])[NH:9][C:10]3[CH:16]=[CH:15][CH:14]=[CH:13][C:11]=3[S:12][C:6]=2[CH:5]=1)=[O:3].[Na].[OH:21][CH2:22][CH2:23][C:24]([OH:26])=[O:25]>O1CCCC1>[O:17]=[C:8]1[C:7]2[CH:18]=[CH:19][C:4]([C:2]([O:21][CH2:22][CH2:23][C:24]([OH:26])=[O:25])=[O:3])=[CH:5][C:6]=2[S:12][C:11]2[CH:13]=[CH:14][CH:15]=[CH:16][C:10]=2[NH:9]1 |^1:19|. Procedure details: Dissolve 1.0 gm. of 3-chlorocarbonyl-10,11-dihydro-11-oxodibenzo[b,f][1,4]thiazepine in 20 cc. of tetrahydrofuran and add 1.0 gm. of the sodium salt of β-hydroxypropionic acid. Stir the mixture at room temperature for 18 hours. Filter and evaporate the filtrate to dryness. Recrystallize the solid residue from ethanol to obtain the title product. Reactants: CCc1cc(C)c(-c2cccc(C(=O)CC(=O)Nc3cc(C(F)(F)F)c(C)cc3NC(=O)OC(C)(C)C)c2)cn1, ClCCl, O=C(O)C(F)(F)F. Yields the product CCc1cc(C)c(-c2cccc(C3=Nc4cc(C)c(C(F)(F)F)cc4NC(=O)C3)c2)cn1. As a reaction SMILES: [C:1]([O:2][C:3](=[O:4])[NH:7][c:8]1[c:9]([NH:19][C:20]([CH2:21][C:22](=[O:5])[c:24]2[cH:25][c:26](-[c:30]3[cH:31][n:32][c:33]([CH2:37][CH3:38])[cH:34][c:35]3[CH3:36])[cH:27][cH:28][cH:29]2)=[O:39])[cH:10][c:11]([C:15]([F:16])([F:17])[F:18])[c:12]([CH3:14])[cH:13]1)([CH3:6])([CH3:23])[CH3:40].[Cl:48][CH2:49][Cl:50].[F:41][C:42]([F:43])([F:44])[C:45]([OH:46])=[O:47]>>[N:7]1=[C:22]([c:24]2[cH:25][c:26](-[c:30]3[cH:31][n:32][c:33]([CH2:37][CH3:38])[cH:34][c:35]3[CH3:36])[cH:27][cH:28][cH:29]2)[CH2:21][C:20](=[O:39])[NH:19][c:9]2[c:8]1[cH:13][c:12]([CH3:14])[c:11]([C:15]([F:16])([F:17])[F:18])[cH:10]2. The reactants are COC1=C(C=CC=C1)C=1N=C(SC1)N (4-(2-Methoxy-phenyl)-thiazol-2-ylamine), CC1=CC=C(C(=O)Cl)C=C1 (4-methyl-benzoyl chloride). The solvent is N1=CC=CC=C1 (pyridine). Reaction conditions: time 8 hour. Product: COC1=C(C=CC=C1)C=1N=C(SC1)NC(C1=CC=C(C=C1)C)=O (N-[4-(2-Methoxy-phenyl)-thiazol-2-yl]-4-methyl-benzamide). Reaction SMILES: [CH3:1][O:2][C:3]1[CH:8]=[CH:7][CH:6]=[CH:5][C:4]=1[C:9]1[N:10]=[C:11]([NH2:14])[S:12][CH:13]=1.[CH3:15][C:16]1[CH:24]=[CH:23][C:19]([C:20](Cl)=[O:21])=[CH:18][CH:17]=1>N1C=CC=CC=1>[CH3:1][O:2][C:3]1[CH:8]=[CH:7][CH:6]=[CH:5][C:4]=1[C:9]1[N:10]=[C:11]([NH:14][C:20](=[O:21])[C:19]2[CH:23]=[CH:24][C:16]([CH3:15])=[CH:17][CH:18]=2)[S:12][CH:13]=1. Procedure: 4-(2-Methoxy-phenyl)-thiazol-2-ylamine (41.3 mg, 0.200 mmol) and 4-methyl-benzoyl chloride (30.9 mg, 0.200 mmol) were dissolved in 1 mL of pyridine. The reaction mixture was stirred at room temperature overnight and then purified by reverse-phase preparative liquid chromatography (7.32 mg, 0.0226 mmol, 11.3%). ESI-MS m/z calc. 324.1. found 325.2 (M+1)+ Retention time 3.75 minutes. Starting materials: NC1=C(C(=O)NCC2CCN(CC2)C(C2=CC=CC=C2)C2=CC=CC=C2)C=C(C=C1)O (2-amino-5-hydroxy-N-[(1-diphenylmethylpiperidin-4-yl)methyl]-benzamide), C(CCC)N=C=O (n-butyliso-cyanate). The product is C(CCC)NC(=O)OC=1C=CC(=C(C(=O)NCC2CCN(CC2)C(C2=CC=CC=C2)C2=CC=CC=C2)C1)NC(=O)NCCCC (5-n-butylcarbamyloxy-2-(N'-n-butylureido)-N-[(1-diphenylmethylpiperidin-4-yl)methyl]benzamide). As a reaction SMILES: [NH2:1][C:2]1[CH:30]=[CH:29][C:28]([OH:31])=[CH:27][C:3]=1[C:4]([NH:6][CH2:7][CH:8]1[CH2:13][CH2:12][N:11]([CH:14]([C:21]2[CH:26]=[CH:25][CH:24]=[CH:23][CH:22]=2)[C:15]2[CH:20]=[CH:19][CH:18]=[CH:17][CH:16]=2)[CH2:10][CH2:9]1)=[O:5].[CH2:32]([N:36]=[C:37]=[O:38])[CH2:33][CH2:34][CH3:35]>>[CH2:32]([NH:36][C:37]([O:31][C:28]1[CH:29]=[CH:30][C:2]([NH:1][C:4]([NH:6][CH2:7][CH2:8][CH2:9][CH3:10])=[O:5])=[C:3]([CH:27]=1)[C:4]([NH:6][CH2:7][CH:8]1[CH2:9][CH2:10][N:11]([CH:14]([C:15]2[CH:20]=[CH:19][CH:18]=[CH:17][CH:16]=2)[C:21]2[CH:22]=[CH:23][CH:24]=[CH:25][CH:26]=2)[CH2:12][CH2:13]1)=[O:5])=[O:38])[CH2:33][CH2:34][CH3:35]. Procedure details: {2-amino-5-hydroxy-N-[(1-diphenylmethylpiperidin-4-yl)methyl]-benzamide and n-butyliso-cyanate}: mp 197°-199° C.; 1H NMR(CDCl3)ppm: 0.90 (3H, t), 1.20-1.90 (11H, m), 2.88 (2H, m), 3.18 (2H, td), 3.25 (2H, dd), 4.23 (1H, s), 5.31 (1H, bs), 6.88 (1H, dd), 6.97 (1H, d), 7.10-741 (11H, m), 7.95 (1H, d), 8.66 (1H, s), 9.40 (1H, s); and,